This data is from the Open Reaction Database (ORD), a public repository of structured organic reaction records. The task is: describe an organic reaction: reactants, conditions, products, and yield Starting materials: CC(C)(C(=O)OCc1ccccc1)c1ccc2ccccc2c1, CCO. Yields the product CC(C)(C(=O)O)c1ccc2ccccc2c1. Reaction SMILES: [CH2:1]([c:2]1[cH:3][cH:4][cH:5][cH:6][cH:7]1)[O:8][C:9]([C:10]([CH3:11])([CH3:12])[c:13]1[cH:14][c:15]2[cH:16][cH:17][cH:18][cH:19][c:20]2[cH:21][cH:22]1)=[O:23].[CH3:24][CH2:25][OH:26]>>[O:8]=[C:9]([C:10]([CH3:11])([CH3:12])[c:13]1[cH:14][c:15]2[cH:16][cH:17][cH:18][cH:19][c:20]2[cH:21][cH:22]1)[OH:23]. The reactants are CI (methyl iodide), C(CCCCC)NC=1C(=NSN1)C=1C=NC=CC1 (3-(4-hexylamino-1,2,5-thiadiazol-3-yl) pyridine). Solvent: CC(=O)C (acetone). Conditions: time 18 hour. The product is [I-].C(CCCCC)NC=1C(=NSN1)C=1C=[N+](C=CC1)C (3-(4-hexylamino-1,2,5-thiadiazol-3-yl)-1-methylpyridinium iodide). Reaction SMILES: [CH3:1][I:2].[CH2:3]([NH:9][C:10]1[C:11]([C:15]2[CH:16]=[N:17][CH:18]=[CH:19][CH:20]=2)=[N:12][S:13][N:14]=1)[CH2:4][CH2:5][CH2:6][CH2:7][CH3:8]>CC(C)=O>[I-:2].[CH2:3]([NH:9][C:10]1[C:11]([C:15]2[CH:16]=[N+:17]([CH3:1])[CH:18]=[CH:19][CH:20]=2)=[N:12][S:13][N:14]=1)[CH2:4][CH2:5][CH2:6][CH2:7][CH3:8] |f:3.4|. Procedure: A mixture of methyl iodide (0.6 ml, 9.6 mmol) and 3-(4-hexylamino-1,2,5-thiadiazol-3-yl) pyridine (3.2 mmol) in acetone (5 ml) was stirred at room temperature for 18 h and evaporated. Reactants: CCOC(=O)/N=N/C(=O)OCC (Diethylazodicarboxylate), [Si](C)(C)(C(C)(C)C)OCC(CO)CO[Si](C)(C)C(C)(C)C (3-{[tert-butyl(dimethyl)silyl]oxy}-2-({[tert-butyl(dimethyl)silyl]oxy}methyl)-1-propanol), BrC1=CC=C(C=N1)O (6-bromo-3-pyridinol), C1(=CC=CC=C1)P(C1=CC=CC=C1)C1=CC=CC=C1 (triphenylphosphine). Solvent: C1CCOC1 (THF). Reaction conditions: temperature 0 celsius, time 1 hour. Product: BrC1=NC=C(C=C1)OCC(CO[Si](C)(C)C(C)(C)C)CO[Si](C)(C)C(C)(C)C (2-bromo-5-[3-{[tert-butyl(dimethyl)silyl]oxy}-2-({[tert-butyl(dimethyl)silyl]oxy}methyl)propoxy]pyridine). Yield: 96.4%. As a reaction SMILES: CCOC(/N=N/C(OCC)=O)=O.[Si:13]([O:20][CH2:21][CH:22]([CH2:25][O:26][Si:27]([C:30]([CH3:33])([CH3:32])[CH3:31])([CH3:29])[CH3:28])[CH2:23][OH:24])([C:16]([CH3:19])([CH3:18])[CH3:17])([CH3:15])[CH3:14].[Br:34][C:35]1[N:40]=[CH:39][C:38](O)=[CH:37][CH:36]=1.C1(P(C2C=CC=CC=2)C2C=CC=CC=2)C=CC=CC=1>C1COCC1>[Br:34][C:35]1[CH:36]=[CH:37][C:38]([O:24][CH2:23][CH:22]([CH2:25][O:26][Si:27]([C:30]([CH3:33])([CH3:32])[CH3:31])([CH3:28])[CH3:29])[CH2:21][O:20][Si:13]([C:16]([CH3:17])([CH3:19])[CH3:18])([CH3:15])[CH3:14])=[CH:39][N:40]=1. Procedure details: Diethylazodicarboxylate (3.445 mL, 22.2 mmol) was added dropwise to a stirred mixture of 3-{[tert-butyl(dimethyl)silyl]oxy}-2-({[tert-butyl(dimethyl)silyl]oxy}methyl)-1-propanol (184) (reported by Kim et al., 2001, via silylation and hydroboration of 2-methylene-1,3-propanediol) (5.706 g, 17.1 mmol), 6-bromo-3-pyridinol (3.571 g, 20.5 mmol) and triphenylphosphine (5.386 g, 20.5 mmol) in anhydrous THF (55 mL) at 0° C. under N2. After stirring at 0° C. for 1 h, and then at room temperature for 41 ... Reactants: CS(=O)(=O)C1=C(C(=O)N)C=CC=C1 (2-Methanesulphonylbenzamide). The solvent is P(=O)(Cl)(Cl)Cl (phosphorus oxychloride). The product is CS(=O)(=O)C1=C(C#N)C=CC=C1 (2-methanesulphonylbenzonitrile). Yield: 87.3%. Reaction SMILES: [CH3:1][S:2]([C:5]1[CH:13]=[CH:12][CH:11]=[CH:10][C:6]=1[C:7]([NH2:9])=O)(=[O:4])=[O:3]>P(Cl)(Cl)(Cl)=O>[CH3:1][S:2]([C:5]1[CH:13]=[CH:12][CH:11]=[CH:10][C:6]=1[C:7]#[N:9])(=[O:3])=[O:4]. Procedure: 2-Methanesulphonylbenzamide (34 g.) was added to phosphorus oxychloride (100 ml.) and the mixture was refluxed for 90 minutes. The excess of phosphorus oxychloride was evaporated in vacuo, and the oily residue was treated with water (200 ml.), with ice cooling. The solid which separated was filtered off, washed with water and recrystallised from ethanol to give 2-methanesulphonylbenzonitrile (27 g.), m.p. 105°-106° C. Run at time 3 hour. Procedure details: To a solution of 1H-indazole-5-carbaldehyde (315.2 mg, 2.16 mmol), K2CO3 (598.8 mg, 4.33 mmol) in DMF (2.5 mL) was added dropwise a solution of I2 (938 mg, 3.7 mmol) in DMF (2.5 mL) and the reaction allowed to stir for three hours. An aqueous solution consisting of Na2S2O4 (511 mg)/K2CO3 (35 mg)/H2O (3.5 mL) was then added and the solution stirred for two hours. Water (30 mL) and aqueous sodium hydrogen sulfate (1M, 10 mL) was added and the product was extracted with ethyl acetate (350 mL); this... Run in CN(C)C=O (DMF), CN(C)C=O (DMF), O (Water), O (H2O). Reactants: N1N=CC2=CC(=CC=C12)C=O (1H-indazole-5-carbaldehyde), C(=O)([O-])[O-].[K+].[K+] (K2CO3), II (I2), S(=O)(=O)(O)[O-].[Na+] (sodium hydrogen sulfate), [O-]S(=O)S(=O)[O-].[Na+].[Na+] (Na2S2O4), C(=O)([O-])[O-].[K+].[K+] (K2CO3). As a reaction SMILES: [NH:1]1[C:9]2[C:4](=[CH:5][C:6]([CH:10]=[O:11])=[CH:7][CH:8]=2)[CH:3]=[N:2]1.C([O-])([O-])=O.[K+].[K+].[I:18]I.[O-]S(S([O-])=O)=O.[Na+].[Na+].S([O-])(O)(=O)=O.[Na+]>CN(C=O)C.O>[I:18][C:3]1[C:4]2[C:9](=[CH:8][CH:7]=[C:6]([CH:10]=[O:11])[CH:5]=2)[NH:1][N:2]=1 |f:1.2.3,5.6.7,8.9|. Product: IC1=NNC2=CC=C(C=C12)C=O (3-iodo-1H-indazole-5-carbaldehyde). Yield: 34.5%. Reactants: C(C)OC=1C(C(C1NC(CC)(C)C)=O)=O (3-ethoxy-4-(1,1 -dimethyl-propylamino)-cyclobut-3-ene- 1,2-dione), FC1=C(CN)C=CC(=C1)F (2,4-difluorobenzylamine). The solvent is C(C)#N (acetonitrile). Product: FC1=C(CNC=2C(C(C2NC(CC)(C)C)=O)=O)C=CC(=C1)F (3-(2,4-Difluoro-benzylamino)-4-(1,1-dimethyl-propylamino)-cyclobut-3-ene-1,2-dione). RXN SMILES: C(O[C:4]1[C:5](=[O:15])[C:6](=[O:14])[C:7]=1[NH:8][C:9]([CH3:13])([CH3:12])[CH2:10][CH3:11])C.[F:16][C:17]1[CH:24]=[C:23]([F:25])[CH:22]=[CH:21][C:18]=1[CH2:19][NH2:20]>C(#N)C>[F:16][C:17]1[CH:24]=[C:23]([F:25])[CH:22]=[CH:21][C:18]=1[CH2:19][NH:20][C:4]1[C:5](=[O:15])[C:6](=[O:14])[C:7]=1[NH:8][C:9]([CH3:12])([CH3:13])[CH2:10][CH3:11]. Procedure details: This compound was prepared according to the procedure for Example 59. From 3-ethoxy-4-(1,1 -dimethyl-propylamino)-cyclobut-3-ene- 1,2-dione and 2,4-difluorobenzylamine in acetonitrile. The title compound was obtained, after recrystallization from diethyl ether, as a white solid (80%): mp 242°-244° C.; 1H NMR (DMSO-d6) δ0.82 (t, 3H), 1.30 (s, 6H), 1.68 (q, 2H), 4.76 (d, 2H), 7.09 (m, 1H), 7.27 (m, 1H), 7.50 (m, 2H), 7.80 (m, 1H) ppm; IR (KBr) 3250, 3150, 2970, 1790, 1652, 1580, 1538, 1510 cm-1 ; ...